This data is from the Open Reaction Database (ORD), a public repository of structured organic reaction records. The task is: describe an organic reaction: reactants, conditions, products, and yield Starting materials: ClC=1C=2C(N=CC1)=NN(C2)C (4-Chloro-2-methyl-2H-pyrazolo[3,4-b]pyridine), NC1=C(C=CC(=C1)C)SC1=CC=C(C=C1)O (4-(2-Amino-4-methyl-phenylsulfanyl)-phenol), CC(C)([O-])C.[Na+] (sodium t-butoxide), 2,8,9-triisobutyl-2,5,8,9-tetraaza-1-phosphabicycl[3,3,3]undecane, 2,8,9-triisobutyl-2,5,8,9-tetraaza-1-phosphabicycl[3,3,3]undecane. The reagents and catalysts are C=1C=CC(=CC1)/C=C/C(=O)/C=C/C2=CC=CC=C2.C=1C=CC(=CC1)/C=C/C(=O)/C=C/C2=CC=CC=C2.C=1C=CC(=CC1)/C=C/C(=O)/C=C/C2=CC=CC=C2.[Pd].[Pd] (Pd2(dba)3), C=1C=CC(=CC1)/C=C/C(=O)/C=C/C2=CC=CC=C2.C=1C=CC(=CC1)/C=C/C(=O)/C=C/C2=CC=CC=C2.C=1C=CC(=CC1)/C=C/C(=O)/C=C/C2=CC=CC=C2.[Pd].[Pd] (Pd2(dba)3). Solvent: C1(=CC=CC=C1)C (toluene). Product: CC1=CC(=C(C=C1)SC1=CC=C(C=C1)O)NC=1C=2C(N=CC1)=NN(C2)C (4-[4-Methyl-2-(2-methyl-2H-pyrazolo[3,4-b]pyridin-4-ylamino)-phenylsulfanyl]-phenol). The yield is 20.7%. Reaction SMILES: Cl[C:2]1[C:3]2[C:4](=[N:8][N:9]([CH3:11])[CH:10]=2)[N:5]=[CH:6][CH:7]=1.[NH2:12][C:13]1[CH:18]=[C:17]([CH3:19])[CH:16]=[CH:15][C:14]=1[S:20][C:21]1[CH:26]=[CH:25][C:24]([OH:27])=[CH:23][CH:22]=1.CC(C)([O-])C.[Na+]>C1(C)C=CC=CC=1.C1C=CC(/C=C/C(/C=C/C2C=CC=CC=2)=O)=CC=1.C1C=CC(/C=C/C(/C=C/C2C=CC=CC=2)=O)=CC=1.C1C=CC(/C=C/C(/C=C/C2C=CC=CC=2)=O)=CC=1.[Pd].[Pd]>[CH3:19][C:17]1[CH:16]=[CH:15][C:14]([S:20][C:21]2[CH:26]=[CH:25][C:24]([OH:27])=[CH:23][CH:22]=2)=[C:13]([NH:12][C:2]2[C:3]3[C:4](=[N:8][N:9]([CH3:11])[CH:10]=3)[N:5]=[CH:6][CH:7]=2)[CH:18]=1 |f:2.3,5.6.7.8.9|. Reported procedure: A mixture of the product of Example 8c (62.1 mg, 0.371 mmol), the product of Example 6c (85.7 mg, 0.371 mmol), Pd2(dba)3 (16.9 mg, 0.0185 mmol), sodium t-butoxide (89.0 mg, 0.926 mmol), and 2,8,9-triisobutyl-2,5,8,9-tetraaza-1-phosphabicycl[3,3,3]undecane (25.4 mg, 0.0741 mmol) in toluene (3 mL) was degassed, left under a positive pressure of nitrogen, and heated under reflux for 2 h. Additional amounts of Pd2(dba)3 (7.0 mg, 0.0076 mmol) and 2,8,9-triisobutyl-2,5,8,9-tetraaza-1-phosphabicycl[3,3... Starting materials: C1(CCCC1)CC(\C=C/[C@@H]([C@@H]([C@H](\C=C(/C[C@@H]([C@H]([C@@H]([C@H]([C@H](\C=C/C=C)C)O)C)O[Si](C)(C)C(C)(C)C)C)\C)C)O[Si](C)(C)C(C)(C)C)C)=O ((3Z,5S,6S,7S,8Z,11S,12R,13R,14S,15S,16Z)-1-cyclopentyl-6,12-bis[[(1,1-dimethylethyl)dimethylsilyl]oxy]-14-hydroxy-5,7,9,11,13,15-hexamethyl-3,8,16,18-nonadecatetraen-2-one), ClC(C(=O)N=C=O)(Cl)Cl (trichloroacetyl isocyanate). Run in C(Cl)Cl (CH2Cl2). Run at temperature 23 celsius, time 3 hour. Product: NC(=O)O[C@H]([C@H]([C@@H]([C@H](C\C(=C/[C@@H]([C@H]([C@H](\C=C/C(CC1CCCC1)=O)C)O[Si](C)(C)C(C)(C)C)C)\C)C)O[Si](C)(C)C(C)(C)C)C)[C@H](\C=C/C=C)C ((3Z,5S,6S,7S,8Z,11S,12R,13R,14S,15S,16Z)-14-[(aminocarbonyl)oxy]-1-cyclopentyl-6,12-bis[[(1,1-dimethylethyl)dimethylsilyl]oxy]-5,7,9,11,13,15-hexamethyl-3,8,16,18-nonadecatetraen-2-one). Isolated yield 93.8%. RXN SMILES: [CH:1]1([CH2:6][C:7](=[O:48])/[CH:8]=[CH:9]\[C@H:10]([CH3:47])[C@H:11]([O:39][Si:40]([C:43]([CH3:46])([CH3:45])[CH3:44])([CH3:42])[CH3:41])[C@@H:12]([CH3:38])/[CH:13]=[C:14](/[CH3:37])\[CH2:15][C@H:16]([CH3:36])[C@@H:17]([O:28][Si:29]([C:32]([CH3:35])([CH3:34])[CH3:33])([CH3:31])[CH3:30])[C@H:18]([CH3:27])[C@@H:19]([OH:26])[C@@H:20]([CH3:25])/[CH:21]=[CH:22]\[CH:23]=[CH2:24])[CH2:5][CH2:4][CH2:3][CH2:2]1.ClC(Cl)(Cl)[C:51]([N:53]=C=O)=[O:52]>C(Cl)Cl>[NH2:53][C:51]([O:26][C@@H:19]([C@@H:20]([CH3:25])/[CH:21]=[CH:22]\[CH:23]=[CH2:24])[C@@H:18]([CH3:27])[C@H:17]([O:28][Si:29]([C:32]([CH3:33])([CH3:34])[CH3:35])([CH3:30])[CH3:31])[C@@H:16]([CH3:36])[CH2:15]/[C:14](/[CH3:37])=[CH:13]\[C@H:12]([CH3:38])[C@@H:11]([O:39][Si:40]([C:43]([CH3:44])([CH3:45])[CH3:46])([CH3:42])[CH3:41])[C@@H:10]([CH3:47])/[CH:9]=[CH:8]\[C:7](=[O:48])[CH2:6][CH:1]1[CH2:5][CH2:4][CH2:3][CH2:2]1)=[O:52]. Procedure: A solution of (3Z,5S,6S,7S,8Z,11S,12R,13R,14S,15S,16Z)-1-cyclopentyl-6,12-bis[[(1,1-dimethylethyl)dimethylsilyl]oxy]-14-hydroxy-5,7,9,11,13,15-hexamethyl-3,8,16,18-nonadecatetraen-2-one (420 mg, 0.60 mmol, 1 eq) in CH2Cl2 (10 mL) is treated with trichloroacetyl isocyanate (135 mg, 0.72 mmol, 1.2 eq) at 23° C. (20 minutes). The solution is concentrated, and the residue dissolved in CH3OH (10 mL). To this solution is added K2CO3 (0.2 g) and the mixture is stirred at 23° C. (3 hours). The reaction ... Starting materials: C(CCC)OC1=NC(=C2N=C(N(C2=N1)CCC1CNCCC1)OC)N (2-(butyloxy)-8-(methyloxy)-9-[2-(3-piperidinyl)ethyl]-9H-purin-6-amine), IC(C)C (2-iodopropane). Product: NC1=C2NC(N(C2=NC(=N1)OCCCC)CCC1CN(CCC1)C(C)C)=O (6-Amino-2-(butyloxy)-9-{2-[1-(1-methylethyl)-3-piperidinyl]ethyl}-7,9-dihydro-8H-purin-8-one). RXN SMILES: [CH2:1]([O:5][C:6]1[N:14]=[C:13]2[C:9]([N:10]=[C:11]([O:23]C)[N:12]2[CH2:15][CH2:16][CH:17]2[CH2:22][CH2:21][CH2:20][NH:19][CH2:18]2)=[C:8]([NH2:25])[N:7]=1)[CH2:2][CH2:3][CH3:4].I[CH:27]([CH3:29])[CH3:28]>>[NH2:25][C:8]1[N:7]=[C:6]([O:5][CH2:1][CH2:2][CH2:3][CH3:4])[N:14]=[C:13]2[C:9]=1[NH:10][C:11](=[O:23])[N:12]2[CH2:15][CH2:16][CH:17]1[CH2:22][CH2:21][CH2:20][N:19]([CH:27]([CH3:29])[CH3:28])[CH2:18]1. Procedure details: Prepared similarly to Example 14 from 2-(butyloxy)-8-(methyloxy)-9-[2-(3-piperidinyl)ethyl]-9H-purin-6-amine and 2-iodopropane. Reactants: S1C2=C(C=C1[C@@H](/C=C/[C@H]1[C@@H](C[C@@H]3OC(C[C@@H]31)=O)OC3OCCCC3)OC3OCCCC3)C=CC=C2 ((3aR,4R,5R,6aS)-4-((3R,E)-3-(benzo[b]thiophen-2-yl)-3-(tetrahydro-2H-pyran-2-yloxy)prop-1-enyl)-5-(tetrahydro-2H-pyran-2-yloxy)hexahydro-2H-cyclopenta[b]furan-2-one), S1C2=C(C=C1[C@@H](/C=C/[C@H]1[C@@H](C[C@@H]3OC(C[C@@H]31)=O)OC3OCCCC3)OC3OCCCC3)C=CC=C2 ((3aR,4R,5R,6aS)-4-((3R,E)-3-(benzo[b]thiophen-2-yl)-3-(tetrahydro-2H-pyran-2-yloxy)prop-1-enyl)-5-(tetrahydro-2H-pyran-2-yloxy)hexahydro-2H-cyclopenta[b]furan-2-one), CC(C)C[AlH]CC(C)C (DIBAL-H). The solvent is C1(=CC=CC=C1)C (toluene), C1(=CC=CC=C1)C (toluene). Conditions: temperature 10 celsius, time 2 hour. Yields the product S1C2=C(C=C1[C@@H](/C=C/[C@H]1[C@@H](C[C@@H]3OC(C[C@@H]31)O)OC3OCCCC3)OC3OCCCC3)C=CC=C2 ((3aR,4R,5R,6aS)-4-((3R,E)-3-(benzo[b]thiophen-2-yl)-3-(tetrahydro-2H-pyran-2-yloxy)prop-1-enyl)-5-(tetrahydro-2H-pyran-2-yloxy)hexahydro-2H-cyclopenta[b]furan-2-ol). The yield is 111.5%. As a reaction SMILES: [S:1]1[C:5]([C@H:6]([O:25][CH:26]2[CH2:31][CH2:30][CH2:29][CH2:28][O:27]2)/[CH:7]=[CH:8]/[C@@H:9]2[C@@H:16]3[C@@H:12]([O:13][C:14](=[O:17])[CH2:15]3)[CH2:11][C@H:10]2[O:18][CH:19]2[CH2:24][CH2:23][CH2:22][CH2:21][O:20]2)=[CH:4][C:3]2[CH:32]=[CH:33][CH:34]=[CH:35][C:2]1=2.CC(C[AlH]CC(C)C)C>C1(C)C=CC=CC=1>[S:1]1[C:5]([C@H:6]([O:25][CH:26]2[CH2:31][CH2:30][CH2:29][CH2:28][O:27]2)/[CH:7]=[CH:8]/[C@@H:9]2[C@@H:16]3[C@@H:12]([O:13][CH:14]([OH:17])[CH2:15]3)[CH2:11][C@H:10]2[O:18][CH:19]2[CH2:24][CH2:23][CH2:22][CH2:21][O:20]2)=[CH:4][C:3]2[CH:32]=[CH:33][CH:34]=[CH:35][C:2]1=2. Procedure: To a cold (−65 to −75° C.) solution consisting of (3aR,4R,5R,6aS)-4-((3R,E)-3-(benzo[b]thiophen-2-yl)-3-(tetrahydro-2H-pyran-2-yloxy)prop-1-enyl)-5-(tetrahydro-2H-pyran-2-yloxy)hexahydro-2H-cyclopenta[b]furan-2-one (intermediate 30, 0.369 mg, 0.740 mmol) in toluene (8 mL) was added a solution consisting of DIBAL-H in toluene (1 M, 1.11 mL) over the course of ten seconds. The reaction mixture was stirred for two hours and was complete as judged by TLC. The reaction mixture was warmed to 10° C. an... The reactants are COC(=O)C1(NC(=O)OC(C)(C)C)CCCC1, CO, NN, O. The product is CC(C)(C)OC(=O)NC1(C(=O)NN)CCCC1. As a reaction SMILES: [C:1]([CH3:2])([CH3:3])([CH3:4])[O:5][C:6](=[O:7])[NH:8][C:9]1([C:14]([O:16][CH3:15])=[O:17])[CH2:10][CH2:11][CH2:12][CH2:13]1.[CH3:21][OH:22].[NH2:19][NH2:20].[OH2:18]>>[C:1]([CH3:2])([CH3:3])([CH3:4])[O:5][C:6](=[O:7])[NH:8][C:9]1([C:14](=[O:16])[NH:19][NH2:20])[CH2:10][CH2:11][CH2:12][CH2:13]1. The reactants are NC=1SC=C(N1)CN1C(S\C(\C1=O)=C/C=1C=C2C=NN(C2=CC1)CC1=C(C=C(C=C1)Cl)C(F)(F)F)=O ((5Z)-3-[(2-Amino-1,3-thiazol-4-yl)methyl]-5-({1-[4-chloro-2-(trifluoromethyl)benzyl]-1H-indazol-5-yl}methylidene)-1,3-thiazolidine-2,4-dione), C(C)(=O)OC(C)=O (acetic anhydride). Product: ClC1=CC(=C(CN2N=CC3=CC(=CC=C23)\C=C/2\C(N(C(S2)=O)CC=2N=C(SC2)NC(C)=O)=O)C=C1)C(F)(F)F (N-(4-{[(5Z)-5-({1-[4-Chloro-2-(trifluoromethyl)benzyl]-1H-indazol-5-yl}methylidene)-2,4-dioxo-1,3-thiazolidin-3-yl]methyl}-1,3-thiazol-2-yl)acetamide). RXN SMILES: [NH2:1][C:2]1[S:3][CH:4]=[C:5]([CH2:7][N:8]2[C:12](=[O:13])/[C:11](=[CH:14]/[C:15]3[CH:16]=[C:17]4[C:21](=[CH:22][CH:23]=3)[N:20]([CH2:24][C:25]3[CH:30]=[CH:29][C:28]([Cl:31])=[CH:27][C:26]=3[C:32]([F:35])([F:34])[F:33])[N:19]=[CH:18]4)/[S:10][C:9]2=[O:36])[N:6]=1.[C:37](OC(=O)C)(=[O:39])[CH3:38]>>[Cl:31][C:28]1[CH:29]=[CH:30][C:25]([CH2:24][N:20]2[C:21]3[C:17](=[CH:16][C:15](/[CH:14]=[C:11]4/[C:12](=[O:13])[N:8]([CH2:7][C:5]5[N:6]=[C:2]([NH:1][C:37](=[O:39])[CH3:38])[S:3][CH:4]=5)[C:9](=[O:36])[S:10]/4)=[CH:23][CH:22]=3)[CH:18]=[N:19]2)=[C:26]([C:32]([F:35])([F:34])[F:33])[CH:27]=1. Procedure details: N-(4-{[(5Z)-5-({1-[4-Chloro-2-(trifluoromethyl)benzyl]-1H-indazol-5-yl}methylidene)-2,4-dioxo-1,3-thiazolidin-3-yl]methyl}-1,3-thiazol-2-yl)acetamide was prepared from (5Z)-3-[(2-amino-1,3-thiazol-4-yl)methyl]-5-({1-[4-chloro-2-(trifluoromethyl)benzyl]-1H-indazol-5-yl}methylidene)-1,3-thiazolidine-2,4-dione (from Example 400) and acetic anhydride following General Procedure U. The reactants are [C-]#N, CCOC(C)=O, CC(C)c1cc([N+](=O)[O-])ccc1N, Cl, N#C[Cu], O=N[O-], N, [Na+], [Na+], O. The product is CC(C)c1cc([N+](=O)[O-])ccc1C#N. RXN SMILES: [C-:21]#[N:22].[CH3:27][CH2:28][O:29][C:30](=[O:31])[CH3:32].[CH:1]([CH3:2])([CH3:3])[c:4]1[c:5]([NH2:13])[cH:6][cH:7][c:8]([N+:10](=[O:11])[O-:12])[cH:9]1.[ClH:25].[Cu:18][C:19]#[N:20].[N:14]([O-:15])=[O:16].[NH3:24].[Na+:17].[Na+:23].[OH2:26]>>[CH:1]([CH3:2])([CH3:3])[c:4]1[c:5]([C:19]#[N:20])[cH:6][cH:7][c:8]([N+:10](=[O:11])[O-:12])[cH:9]1. Reactants: C(C)OC(C(C=C(CCN(C)C(C)=O)CBr)NC=O)=O (6-(N-acetyl-N-methylamino)-4-bromomethyl-2-formylamino-hex-3-enoic acid ethyl ester), P(OC(C)C)(OC(C)C)OC(C)C (triisopropyl phosphite). Run at time 18 hour. Product: C(C)OC(C(C=C(CCN(C)C(C)=O)CP(=O)(OC(C)C)OC(C)C)NC=O)=O (6-(N-acetyl-N-methylamino)-4-diisopropylphosphonomethyl-2-formylamino-hex3-enoic acid ethyl ester). RXN SMILES: [CH2:1]([O:3][C:4](=[O:20])[CH:5]([NH:17][CH:18]=[O:19])[CH:6]=[C:7]([CH2:15]Br)[CH2:8][CH2:9][N:10]([C:12](=[O:14])[CH3:13])[CH3:11])[CH3:2].[P:21]([O:30]C(C)C)([O:26][CH:27]([CH3:29])[CH3:28])[O:22][CH:23]([CH3:25])[CH3:24]>>[CH2:1]([O:3][C:4](=[O:20])[CH:5]([NH:17][CH:18]=[O:19])[CH:6]=[C:7]([CH2:15][P:21]([O:26][CH:27]([CH3:29])[CH3:28])([O:22][CH:23]([CH3:25])[CH3:24])=[O:30])[CH2:8][CH2:9][N:10]([C:12](=[O:14])[CH3:13])[CH3:11])[CH3:2]. Procedure details: 16.0 g (45.8 mmol) of 6-(N-acetyl-N-methylamino)-4-bromomethyl-2-formylamino-hex-3-enoic acid ethyl ester and 50.3 ml (183.3 mmol) of triisopropyl phosphite (90%) are heated to 80° and stirred under a pressure of approximately 130 mbar for 18 hours. The excess triisopropyl phosphite is distilled off and the residue is purified by chromatography on silica gel with ethyl acetate/isopropanol (7:2 ). 6-(N-acetyl-N-methylamino)-4-diisopropylphosphonomethyl-2-formylamino-hex3-enoic acid ethyl ester is... Starting materials: ClC=1C=C2C(CC3(CN(CC3)CCCC(=O)C3=CC=C(C=C3)F)C2=CC1)O (4-(5-Chloro-3-hydroxyspiro[indan-1,3'-pyrrolidin]-1'-yl)-p-fluorobutyrophenone), CN=C=O (methyl isocyanate), C(\C=C\C(=O)[O-])(=O)O (hydrogen fumarate). The solvent is C(Cl)(Cl)Cl (chloroform). Yields the product ClC=1C=C2C(CC3(CN(CC3)CCCC(=O)C3=CC=C(C=C3)F)C2=CC1)C(NC)=O (4-(5-Chloro-3-methylcarbamoylspiro[indan-1,3'-pyrrolidin]-1'-yl)-p-fluorobutyrophenone). Reaction SMILES: [Cl:1][C:2]1[CH:3]=[C:4]2[C:24](=[CH:25][CH:26]=1)[C:7]1([CH2:11][CH2:10][N:9]([CH2:12][CH2:13][CH2:14][C:15]([C:17]3[CH:22]=[CH:21][C:20]([F:23])=[CH:19][CH:18]=3)=[O:16])[CH2:8]1)[CH2:6][CH:5]2O.[CH3:28][N:29]=[C:30]=[O:31].C(O)(=O)/C=C/C([O-])=O>C(Cl)(Cl)Cl>[Cl:1][C:2]1[CH:3]=[C:4]2[C:24](=[CH:25][CH:26]=1)[C:7]1([CH2:11][CH2:10][N:9]([CH2:12][CH2:13][CH2:14][C:15]([C:17]3[CH:22]=[CH:21][C:20]([F:23])=[CH:19][CH:18]=3)=[O:16])[CH2:8]1)[CH2:6][CH:5]2[C:30](=[O:31])[NH:29][CH3:28]. Reported procedure: 4-(5-Chloro-3-hydroxyspiro[indan-1,3'-pyrrolidin]-1'-yl)-p-fluorobutyrophenone is reacted with methyl isocyanate in chloroform in a manner analogous to that described in Example 19. Reaction time 24 hours at the boil. The hydrogen fumarate of the title compound has a M.P. of 151°-153° (from ethanol/ether). Starting materials: C(C1=CC=CC=C1)OC(=O)N1CCC(CC1)COC(CCC1=C(C=C(C=C1)C(=O)N1C2=C(NC=3N(N=CC3C1)C)C=CC=C2)C)=O (4-{3-[2-Methyl-4-(3-methyl-4,10-dihydro-3H-2,3,4,9-tetraaza-benzo[f]azulene-9-carbonyl)-phenyl]-propionyloxymethyl}-piperidine-1-carboxylic acid benzyl ester). The reagents and catalysts are [Pd] (Pd/C). The solvent is CO (methanol). Yields the product N1CCC(CC1)COC(CCC1=C(C=C(C=C1)C(=O)N1C2=C(NC=3N(N=CC3C1)C)C=CC=C2)C)=O (3-[2-Methyl-4-(3-methyl-4,10-dihydro-3H-2,3,4,9-tetraaza-benzo[f]azulene-9-carbonyl)-phenyl]-propionic Acid piperidin-4-ylmethyl Ester). Yield: 98.0%. RXN SMILES: C(OC([N:11]1[CH2:16][CH2:15][CH:14]([CH2:17][O:18][C:19](=[O:46])[CH2:20][CH2:21][C:22]2[CH:27]=[CH:26][C:25]([C:28]([N:30]3[CH2:39][C:38]4[CH:37]=[N:36][N:35]([CH3:40])[C:34]=4[NH:33][C:32]4[CH:41]=[CH:42][CH:43]=[CH:44][C:31]3=4)=[O:29])=[CH:24][C:23]=2[CH3:45])[CH2:13][CH2:12]1)=O)C1C=CC=CC=1>CO.[Pd]>[NH:11]1[CH2:16][CH2:15][CH:14]([CH2:17][O:18][C:19](=[O:46])[CH2:20][CH2:21][C:22]2[CH:27]=[CH:26][C:25]([C:28]([N:30]3[CH2:39][C:38]4[CH:37]=[N:36][N:35]([CH3:40])[C:34]=4[NH:33][C:32]4[CH:41]=[CH:42][CH:43]=[CH:44][C:31]3=4)=[O:29])=[CH:24][C:23]=2[CH3:45])[CH2:13][CH2:12]1. Procedure: 4-{3-[2-Methyl-4-(3-methyl-4,10-dihydro-3H-2,3,4,9-tetraaza-benzo[f]azulene-9-carbonyl)-phenyl]-propionyloxymethyl}-piperidine-1-carboxylic acid benzyl ester from Example E77.1 (44 mg, 0.07 mmol) was dissolved in methanol (5 ml) and hydrogenated over 10% Pd/C catalyst (5 mg) for 2 h. The mixture was filtered through Celite® filter agent and the filtrate concentrated in vacuo to give a white powder identified as the title compound (34 mg, 98%).